This data is from the Open Reaction Database (ORD), a public repository of structured organic reaction records. The task is: describe an organic reaction: reactants, conditions, products, and yield Starting materials: CO, O=C1OCCNc2c1cccc2[N+](=O)[O-]. The product is Nc1cccc2c1NCCOC2=O. As a reaction SMILES: [CH3:16][OH:17].[N+:1]([O-:2])(=[O:3])[c:4]1[cH:5][cH:6][cH:7][c:8]2[c:14]1[NH:13][CH2:12][CH2:11][O:10][C:9]2=[O:15]>>[NH2:1][c:4]1[cH:5][cH:6][cH:7][c:8]2[c:14]1[NH:13][CH2:12][CH2:11][O:10][C:9]2=[O:15].